From a dataset of the Open Reaction Database (ORD), a public repository of structured organic reaction records. describe an organic reaction: reactants, conditions, products, and yield Reactants: BrC=1C=C(NC2=NN=C(C3=CC=CC=C23)CC2=CC=NC=C2)C=CC1C (1-(3-brom-4-methyl-anilino)-4-(4-pyridyl-methyl)phthalazine), potassium tert.butylate, CS(=O)C (DMSO). Run in CCOC(=O)C (EtOAc), O (water). Reaction conditions: time 10 day. The product is BrC=1C=C(NC2=NN=C(C3=CC=CC=C23)C(=O)C2=CC=NC=C2)C=CC1C ([4-(3-brom-4-methylanilino)phthalazin-1-yl](pyridin-4-yl)ketone). As a reaction SMILES: [Br:1][C:2]1[CH:3]=[C:4]([CH:23]=[CH:24][C:25]=1[CH3:26])[NH:5][C:6]1[C:15]2[C:10](=[CH:11][CH:12]=[CH:13][CH:14]=2)[C:9]([CH2:16][C:17]2[CH:22]=[CH:21][N:20]=[CH:19][CH:18]=2)=[N:8][N:7]=1.CS(C)=[O:29]>CCOC(C)=O.O>[Br:1][C:2]1[CH:3]=[C:4]([CH:23]=[CH:24][C:25]=1[CH3:26])[NH:5][C:6]1[C:15]2[C:10](=[CH:11][CH:12]=[CH:13][CH:14]=2)[C:9]([C:16]([C:17]2[CH:22]=[CH:21][N:20]=[CH:19][CH:18]=2)=[O:29])=[N:8][N:7]=1. Reported procedure: A mixture of 1.22 g (3 mmol) 1-(3-brom-4-methyl-anilino)-4-(4-pyridyl-methyl)-phthalazine (expl. 14h) and 336 mg (3 mmol) potassium-tert.butylate in 10 ml DMSO is stirred in an open vessel for 10 days at RT. Then the yellow mixture is diluted with EtOAc and water, the aqueous layer separated off and extracted twice with EtOAc. The organic phases are washed twice with water and brine, dried (Na2SO4) and partly concentrated. After adding 10 g of SiO2, the residue is dried in vacuo and the resultin... Reactants: [Cl-].[NH4+] (ammonium chloride), C(C)OC(C(CC1=NC(=CC=C1[N+](=O)[O-])OC)=O)=O (3-(6-methoxy-3-nitropyridin-2-yl)-2-oxopropionic acid ethyl ester). Reagents/catalysts: [Fe] (iron). Solvent: C1CCOC1 (THF), C(C)O (ethanol). Product: C(C)OC(=O)C1=CC2=NC(=CC=C2N1)OC (5-Methoxy-1H-pyrrolo[3,2-b]pyridine-2-carboxylic acid ethyl ester). Reaction SMILES: [CH2:1]([O:3][C:4](=[O:19])[C:5](=O)[CH2:6][C:7]1[C:12]([N+:13]([O-])=O)=[CH:11][CH:10]=[C:9]([O:16][CH3:17])[N:8]=1)[CH3:2].[Cl-].[NH4+]>C1COCC1.C(O)C.[Fe]>[CH2:1]([O:3][C:4]([C:5]1[NH:13][C:12]2[C:7](=[N:8][C:9]([O:16][CH3:17])=[CH:10][CH:11]=2)[CH:6]=1)=[O:19])[CH3:2] |f:1.2|. Procedure: To a suspension of 3-(6-methoxy-3-nitropyridin-2-yl)-2-oxopropionic acid ethyl ester (Preparation 34, 276 mg, 1.03 mmol) in THF (12 mL) and ethanol (5 mL) was added saturated aqueous ammonium chloride solution (5 mL) and iron powder (346 mg, 6.18 mmol) in one portion. The reaction mixture was heated under reflux for 1 h then filtered whilst still hot through a celite plug, washing with hot ethyl acetate. The filtrate was cooled and washed with brine (20 mL), dried (MgSO4), filtered and adsorbed ...